From a dataset of the Open Reaction Database (ORD), a public repository of structured organic reaction records. describe an organic reaction: reactants, conditions, products, and yield The reactants are COc1cccc(C(=CCBr)c2ccccc2C)c1, [Li]CCCC, Cc1ccccc1, OCCO. The product is COc1cccc(C(=CCOCCO)c2ccccc2C)c1. Reaction SMILES: [Br:10][CH2:11][CH:12]=[C:13]([c:14]1[c:15]([CH3:20])[cH:16][cH:17][cH:18][cH:19]1)[c:21]1[cH:22][c:23]([O:27][CH3:28])[cH:24][cH:25][cH:26]1.[CH2:1]([Li:2])[CH2:3][CH2:4][CH3:5].[CH3:29][c:30]1[cH:31][cH:32][cH:33][cH:34][cH:35]1.[OH:6][CH2:7][CH2:8][OH:9]>>[O:6]([CH2:7][CH2:8][OH:9])[CH2:11][CH:12]=[C:13]([c:14]1[c:15]([CH3:20])[cH:16][cH:17][cH:18][cH:19]1)[c:21]1[cH:22][c:23]([O:27][CH3:28])[cH:24][cH:25][cH:26]1. The reactants are O=C([O-])[O-], CCOC(=O)c1sc(-c2ccc(Oc3ccccc3)cc2)nc1CBr, CCOC(=O)CNCc1ccc(OC)cc1OC, CN(C)C=O, [K+], [K+]. Yields the product CCOC(=O)CN(Cc1ccc(OC)cc1OC)Cc1nc(-c2ccc(Oc3ccccc3)cc2)sc1C(=O)OCC. Reaction SMILES: [C:44](=[O:45])([O-:46])[O-:47].[CH2:1]([CH3:2])[O:3][C:4](=[O:5])[c:6]1[c:7]([CH2:24][Br:25])[n:8][c:9](-[c:11]2[cH:12][cH:13][c:14]([O:17][c:18]3[cH:19][cH:20][cH:21][cH:22][cH:23]3)[cH:15][cH:16]2)[s:10]1.[CH2:26]([CH3:27])[O:28][C:29]([CH2:30][NH:31][CH2:32][c:33]1[c:34]([O:41][CH3:42])[cH:35][c:36]([O:39][CH3:40])[cH:37][cH:38]1)=[O:43].[CH3:50][N:51]([CH3:52])[CH:53]=[O:54].[K+:48].[K+:49]>>[CH2:1]([CH3:2])[O:3][C:4](=[O:5])[c:6]1[c:7]([CH2:24][N:31]([CH2:30][C:29]([O:28][CH2:26][CH3:27])=[O:43])[CH2:32][c:33]2[c:34]([O:41][CH3:42])[cH:35][c:36]([O:39][CH3:40])[cH:37][cH:38]2)[n:8][c:9](-[c:11]2[cH:12][cH:13][c:14]([O:17][c:18]3[cH:19][cH:20][cH:21][cH:22][cH:23]3)[cH:15][cH:16]2)[s:10]1. Reactants: BrC1=CC=C(C=C1)C1=CC=NN1C (5-(4-bromophenyl)-1-methyl-1H-pyrazole), C(C)(C)[Si](SC=1C=C(C=CC1)C1(CCOCC1)C(=O)N)(C(C)C)C(C)C (4-{3-[(tri-isopropylsilyl)thio]phenyl}tetrahydro-2H-pyran-4-carboxamide), bis[(2-diphenyl-phosphino)]phenyl ether, CC(C)([O-])C.[K+] (potassium tert-butoxide), C1CCOC1 (THF), Cl (HCl). Reagents/catalysts: C=1C=CC(=CC1)[P](C=2C=CC=CC2)(C=3C=CC=CC3)[Pd]([P](C=4C=CC=CC4)(C=5C=CC=CC5)C=6C=CC=CC6)([P](C=7C=CC=CC7)(C=8C=CC=CC8)C=9C=CC=CC9)[P](C=1C=CC=CC1)(C=1C=CC=CC1)C=1C=CC=CC1 (Tetrakis(triphenylphosphine)palladium(0)). Solvent: CC(C)O (iPrOH), O (water). The product is CN1N=CC=C1C1=CC=C(C=C1)SC=1C=C(C=CC1)C1(CCOCC1)C(=O)N (4-(3-{[4-(1-methyl-1H-pyrazol-5-yl)phenyl]thio]phenyl) tetrahydro-2H-pyran-4-carboxamide). Isolated yield 85.9%. Reaction SMILES: Br[C:2]1[CH:7]=[CH:6][C:5]([C:8]2[N:12]([CH3:13])[N:11]=[CH:10][CH:9]=2)=[CH:4][CH:3]=1.C([Si](C(C)C)(C(C)C)[S:18][C:19]1[CH:20]=[C:21]([C:25]2([C:31]([NH2:33])=[O:32])[CH2:30][CH2:29][O:28][CH2:27][CH2:26]2)[CH:22]=[CH:23][CH:24]=1)(C)C.CC(C)([O-])C.[K+].C1COCC1.Cl>CC(O)C.C1C=CC([P]([Pd]([P](C2C=CC=CC=2)(C2C=CC=CC=2)C2C=CC=CC=2)([P](C2C=CC=CC=2)(C2C=CC=CC=2)C2C=CC=CC=2)[P](C2C=CC=CC=2)(C2C=CC=CC=2)C2C=CC=CC=2)(C2C=CC=CC=2)C2C=CC=CC=2)=CC=1.O>[CH3:13][N:12]1[C:8]([C:5]2[CH:6]=[CH:7][C:2]([S:18][C:19]3[CH:20]=[C:21]([C:25]4([C:31]([NH2:33])=[O:32])[CH2:30][CH2:29][O:28][CH2:27][CH2:26]4)[CH:22]=[CH:23][CH:24]=3)=[CH:3][CH:4]=2)=[CH:9][CH:10]=[N:11]1 |f:2.3,^1:59,61,80,99|. Procedure: A mixture of 5-(4-bromophenyl)-1-methyl-1H-pyrazole (0.50 g, 2.10 mmols,), 4-{3-[(tri-isopropylsilyl)thio]phenyl}tetrahydro-2H-pyran-4-carboxamide (0.83 g, 2.10 mmols), Tetrakis(triphenylphosphine)palladium(0) (243 mg, 0.10 equivalents), bis[(2-diphenyl-phosphino)]phenyl ether (113 mg, 0.10 equivalents), and 1.0 M potassium tert-butoxide in THF (6.3 mmols, 3 equivalents) in iPrOH (15 mL) that contained 5% water was heated for 4 hours at 90 degrees Celcius in an atmosphere of nitrogen. The reacti...